From a dataset of the Open Reaction Database (ORD), a public repository of structured organic reaction records. describe an organic reaction: reactants, conditions, products, and yield The reactants are CC1=[N+](C=CC(=C1)[N+](=O)[O-])[O-] (2-methyl-4-nitropyridine-N-oxide). Reagents/catalysts: [Pd].C (Pd charcoal). Run in CO (methanol). Product: CC1=[N+](C=CC(=C1)N)[O-] (2-methyl-4-aminopyridine-N-oxide). The yield is 96.2%. RXN SMILES: [CH3:1][C:2]1[CH:7]=[C:6]([N+:8]([O-])=O)[CH:5]=[CH:4][N+:3]=1[O-:11]>CO.[Pd].C>[CH3:1][C:2]1[CH:7]=[C:6]([NH2:8])[CH:5]=[CH:4][N+:3]=1[O-:11] |f:2.3|. Reported procedure: 4 g of 2-methyl-4-nitropyridine-N-oxide were dissolved in 90 ml of methanol and reduced with 1.2 g of 10% Pd/charcoal and H2. The catalyst was filtered off and the filtrate rotated in. The residue was boiled with 200 ml of ethyl acetate, filtered hot and the filtrate was mixed with 100 ml of hexane. The crystals precipitated after cooling the solution was sucked off, washed and dried. 3.1 g of 2-methyl-4-aminopyridine-N-oxide were obtained.